Dataset: the Open Reaction Database (ORD), a public repository of structured organic reaction records. Task: describe an organic reaction: reactants, conditions, products, and yield Reactants: N,N-dicyclohexylcarbodiimide, C(C)(C)(C)OC(=O)C1=C(C=CC=C1)C1=CC=C(C=C1)CN1C(=NC(=C1C(=O)O)CO)CCCC (1-[(2'-t-Butoxycarbonylbiphenyl-4-yl)methyl]-2-butyl-4-hydroxymethylimidazole-5-carboxylic acid), ON1C(CCC1=O)=O (N-hydroxysuccinimide). Solvent: O1CCCC1 (tetrahydrofuran). Conditions: time 16 hour. Yields the product C(C)(C)(C)OC(=O)C1=C(C=CC=C1)C1=CC=C(C=C1)CN1C(=NC(=C1C(=O)ON1C(CCC1=O)=O)CO)CCCC (Succinimido 1-[(2'-t-butoxycarbonylbiphenyl-4-yl)methyl]-2-butyl-4-hydroxymethylimidazole-5-carboxylate). The yield is 92.7%. As a reaction SMILES: [C:1]([O:5][C:6]([C:8]1[CH:13]=[CH:12][CH:11]=[CH:10][C:9]=1[C:14]1[CH:19]=[CH:18][C:17]([CH2:20][N:21]2[C:25]([C:26]([OH:28])=[O:27])=[C:24]([CH2:29][OH:30])[N:23]=[C:22]2[CH2:31][CH2:32][CH2:33][CH3:34])=[CH:16][CH:15]=1)=[O:7])([CH3:4])([CH3:3])[CH3:2].O[N:36]1[C:40](=[O:41])[CH2:39][CH2:38][C:37]1=[O:42]>O1CCCC1>[C:1]([O:5][C:6]([C:8]1[CH:13]=[CH:12][CH:11]=[CH:10][C:9]=1[C:14]1[CH:19]=[CH:18][C:17]([CH2:20][N:21]2[C:25]([C:26]([O:28][N:36]3[C:40](=[O:41])[CH2:39][CH2:38][C:37]3=[O:42])=[O:27])=[C:24]([CH2:29][OH:30])[N:23]=[C:22]2[CH2:31][CH2:32][CH2:33][CH3:34])=[CH:16][CH:15]=1)=[O:7])([CH3:4])([CH3:3])[CH3:2]. Procedure details: 206 mg of N,N-dicyclohexylcarbodiimide were added to a suspension of 464 mg of 1-[(2'-t-butoxycarbonylbiphenyl-4-yl)methyl]-2-butyl-4-hydroxymethylimidazole-5-carboxylic acid (prepared as described in Example 4) and 140 mg of N-hydroxysuccinimide in 10 ml of tetrahydrofuran, and the resulting mixture was stirred at room temperature for 16 hours. At the end of this time, the material which had precipitated was filtered off and the filtrate was concentrated by evaporation under reduced pressure. T... Starting materials: [N+](=O)([O-])C=1C=CC2=C(N(C(CO2)=O)CC(=O)OCC)C1 (ethyl (3,4-dihydro-6-nitro-3-oxo-2H-1,4-benzoxazin-4-yl)acetate), CN.CO (methylamine methanol). Run in C(Cl)Cl (methylene chloride). Reaction conditions: time 3 day. Product: [N+](=O)([O-])C=1C=CC2=C(N(C(CO2)=O)CC(=O)NC)C1 (2-(3,4-dihydro-6-nitro-3-oxo-2H-1,4-benzoxazin-4-yl)-N-methylacetamide). Isolated yield 42.3%. As a reaction SMILES: [N+:1]([C:4]1[CH:5]=[CH:6][C:7]2[O:12][CH2:11][C:10](=[O:13])[N:9]([CH2:14][C:15]([O:17]CC)=O)[C:8]=2[CH:20]=1)([O-:3])=[O:2].[CH3:21][NH2:22].CO>C(Cl)Cl>[N+:1]([C:4]1[CH:5]=[CH:6][C:7]2[O:12][CH2:11][C:10](=[O:13])[N:9]([CH2:14][C:15]([NH:22][CH3:21])=[O:17])[C:8]=2[CH:20]=1)([O-:3])=[O:2] |f:1.2|. Procedure: In 1.5 ml of methylene chloride were dissolved 0.5 g of ethyl (3,4-dihydro-6-nitro-3-oxo-2H-1,4-benzoxazin-4-yl)acetate and 0.16 g of 40% methylamine-methanol and the mixture was allowed to stand at room temperature for 3 days. The solvent was then distilled off and the residue was recrystallized from methylene chloride-hexane to give 0.2 g of 2-(3,4-dihydro-6-nitro-3-oxo-2H-1,4-benzoxazin-4-yl)-N-methylacetamide. This compound has the following physicochemical properties. Reactants: [Cl-] (chloride), [H-].[Na+] (sodium hydride), C(CC(O)(C(=O)OCC)CC(=O)OCC)(=O)OCC (triethyl citrate). Run in C1CCOC1 (THF), C1CCOC1 (THF). Reaction conditions: temperature 0 celsius, time 1 hour. Product: C(CCC)(=O)O.C(CC(O)(C(=O)OCC)CC(=O)OCC)(=O)OCC (triethyl citrate butyrate). Reaction SMILES: [H-].[Na+].[C:3]([O:19][CH2:20][CH3:21])(=[O:18])[CH2:4][C:5]([CH2:12][C:13]([O:15][CH2:16][CH3:17])=[O:14])([C:7]([O:9][CH2:10][CH3:11])=[O:8])[OH:6].[Cl-]>C1COCC1>[C:7]([OH:9])(=[O:8])[CH2:5][CH2:4][CH3:3].[C:13]([O:15][CH2:16][CH3:17])(=[O:14])[CH2:12][C:5]([CH2:4][C:3]([O:19][CH2:20][CH3:21])=[O:18])([C:7]([O:9][CH2:10][CH3:11])=[O:8])[OH:6] |f:0.1,5.6|. Procedure: To a solution of sodium hydride (0.651 g, 1.5 eq) in THF at 0° C., triethyl citrate (5 g, 1 eq) in THF (50 ml) was added drop wise and stirred for 1 h at 0° C. Then butaryl chloride (2.12 g, 1.1 eq) was added drop wise and stirred for 1 h at 0° C. under nitrogen atmosphere. The stirring was continued for another 12 h at 25-30° C. The reaction was monitored by thin layer chromatography. The reaction was quenched with cold water and extracted with ethyl acetate. Ethyl acetate layer was washed with... The reactants are ClC(Cl)Cl, CC12CCC(O)C=C1CCC1C2CCC2(C)C(CO)CCC12. The product is CC12CCC(=O)C=C1CCC1C2CCC2(C)C(CO)CCC12. Reaction SMILES: [Cl:23][CH:24]([Cl:25])[Cl:26].[OH:1][CH2:2][CH:3]1[C:4]2([CH3:5])[CH:6]([CH2:7][CH2:8]1)[CH:9]1[CH2:10][CH2:11][C:12]3=[CH:13][CH:14]([OH:22])[CH2:15][CH2:16][C:17]3([CH3:18])[CH:19]1[CH2:20][CH2:21]2>>[OH:1][CH2:2][CH:3]1[C:4]2([CH3:5])[CH:6]([CH2:7][CH2:8]1)[CH:9]1[CH2:10][CH2:11][C:12]3=[CH:13][C:14](=[O:22])[CH2:15][CH2:16][C:17]3([CH3:18])[CH:19]1[CH2:20][CH2:21]2. Reactants: resultant mixture, OC=1C=C(C=O)C=CC1 (3-Hydroxybenzaldehyde), C([O-])([O-])=O.[K+].[K+] (potassium carbonate), BrC(C(=O)OCC)(C)C (ethyl 2-bromoisobutyrate), C(C)(=O)OCC (Ethyl acetate). Solvent: CN(C=O)C (dimethylformamide). The product is C(=O)C=1C=C(OC(C(=O)OCC)(C)C)C=CC1 (Ethyl 2-(3-Formylphenoxy)-2-methylpropionate). RXN SMILES: [OH:1][C:2]1[CH:3]=[C:4]([CH:7]=[CH:8][CH:9]=1)[CH:5]=[O:6].C(=O)([O-])[O-].[K+].[K+].Br[C:17]([CH3:24])([CH3:23])[C:18]([O:20][CH2:21][CH3:22])=[O:19].C(OCC)(=O)C>CN(C)C=O>[CH:5]([C:4]1[CH:3]=[C:2]([CH:9]=[CH:8][CH:7]=1)[O:1][C:17]([CH3:24])([CH3:23])[C:18]([O:20][CH2:21][CH3:22])=[O:19])=[O:6] |f:1.2.3|. Reported procedure: 3-Hydroxybenzaldehyde (30.0 g, 0.246 mol) was dissolved in dimethylformamide (20 mL). Subsequently, potassium carbonate (51.00 g, 0.369 mol), and then ethyl 2-bromoisobutyrate (144.00 g, 0.737 mol) were added thereto, and the resultant mixture was stirred overnight at 80° C. The temperature of the reaction mixture was returned to room temperature. Ethyl acetate was added. Washing was performed sequentially with water and saturated brine, followed by drying over sodium sulfate. The reaction mixtu... Reactants: C(C)(C)(C)OC(N(C)C(CC(CO)O)(CNC(CCC)=O)C1=CC(=C(C=C1)Cl)Cl)=O (tert-Butyl{1-(3,4-dichlorophenyl)-3,4-dihydroxy-1-[(methylpropionylamino)-methyl]-butyl}-methyl-carbamate), I(=O)(=O)(=O)[O-].[Na+] (Sodium periodate). Solvent: O1CCCC1 (tetrahydrofuran), O (water). Run at time 1 hour. The product is C(C)(C)(C)OC(N(C)C(CC=O)(CNC(CCC)=O)C1=CC(=C(C=C1)Cl)Cl)=O (tert-butyl{1-(3,4-dichlorophenyl)-1-[(methylpropionylamino)-methyl]-3-oxo-propyl}-methyl-carbamate). Yield: 103.5%. Reaction SMILES: [C:1]([O:5][C:6](=[O:30])[N:7]([C:9]([C:22]1[CH:27]=[CH:26][C:25]([Cl:28])=[C:24]([Cl:29])[CH:23]=1)([CH2:15][NH:16][C:17](=[O:21])[CH2:18][CH2:19][CH3:20])[CH2:10][CH:11]([OH:14])CO)[CH3:8])([CH3:4])([CH3:3])[CH3:2].I([O-])(=O)(=O)=O.[Na+]>O1CCCC1.O>[C:1]([O:5][C:6](=[O:30])[N:7]([C:9]([C:22]1[CH:27]=[CH:26][C:25]([Cl:28])=[C:24]([Cl:29])[CH:23]=1)([CH2:15][NH:16][C:17](=[O:21])[CH2:18][CH2:19][CH3:20])[CH2:10][CH:11]=[O:14])[CH3:8])([CH3:2])([CH3:3])[CH3:4] |f:1.2|. Procedure: tert-Butyl{1-(3,4-dichlorophenyl)-3,4-dihydroxy-1-[(methylpropionylamino)-methyl]-butyl}-methyl-carbamate (1.09 g) was dissolved in a mixture solvent of tetrahydrofuran (8 mL) and water (8 mL). Sodium periodate (1.0 g) was added thereto, and the mixture was stirred for 1 hour at room temperature. The reaction mixture was concentrated under reduced pressure, and water was added to the residue, followed by extraction with ethyl acetate. The organic layer was washed with saturated brine, dried over...